describe an organic reaction: reactants, conditions, products, and yield From a dataset of the Open Reaction Database (ORD), a public repository of structured organic reaction records. Reactants: COCCOC, N#Cc1ccc(NCCNc2nc(-c3ccc(Cl)cc3Cl)cn3nc(CO)cc23)nc1, ClCCl, CN(C)C=O. Yields the product N#Cc1ccc(NCCNc2nc(-c3ccc(Cl)cc3Cl)cn3nc(C=O)cc23)nc1. Reaction SMILES: [CH3:32][O:33][CH2:34][CH2:35][O:36][CH3:37].[Cl:1][c:2]1[c:3](-[c:9]2[n:10][c:11]([NH:20][CH2:21][CH2:22][NH:23][c:24]3[cH:25][cH:26][c:27]([C:30]#[N:31])[cH:28][n:29]3)[c:12]3[n:13]([cH:14]2)[n:15][c:16]([CH2:18][OH:19])[cH:17]3)[cH:4][cH:5][c:6]([Cl:8])[cH:7]1.[Cl:43][CH2:44][Cl:45].[O:38]=[CH:39][N:40]([CH3:41])[CH3:42]>>[Cl:1][c:2]1[c:3](-[c:9]2[n:10][c:11]([NH:20][CH2:21][CH2:22][NH:23][c:24]3[cH:25][cH:26][c:27]([C:30]#[N:31])[cH:28][n:29]3)[c:12]3[n:13]([cH:14]2)[n:15][c:16]([CH:18]=[O:19])[cH:17]3)[cH:4][cH:5][c:6]([Cl:8])[cH:7]1. The reactants are CS(=O)(=O)OCCOC(c1ccc(C#N)cc1)c1cnc[nH]1, CC#N. Product: N#Cc1ccc(C2OCCn3cncc32)cc1. RXN SMILES: [CH3:1][S:2]([O:3][CH2:6][CH2:7][O:8][CH:9]([c:10]1[nH:11][cH:12][n:13][cH:14]1)[c:15]1[cH:16][cH:17][c:18]([C:21]#[N:22])[cH:19][cH:20]1)(=[O:4])=[O:5].[CH3:23][C:24]#[N:25]>>[CH2:6]1[CH2:7][O:8][CH:9]([c:15]2[cH:16][cH:17][c:18]([C:21]#[N:22])[cH:19][cH:20]2)[c:10]2[n:11]1[cH:12][n:13][cH:14]2. Reactants: C(=O)OCC (ethyl formate), C(CCC)[Li] (n-butyllithium), CC1(NC(CCC1)(C)C)C (2,2,6,6-tetramethylpiperidine), ClC1=NC(=CN=C1)Cl (2,6-dichloropyrazine). Solvent: C1CCOC1 (THF), C1CCOC1 (THF). Reaction conditions: time 10 minute. The product is ClC=1C(=NC=C(N1)Cl)C=O (3,5-dichloro-pyrazine-2-carbaldehyde). Yield: 81.0%. Reaction SMILES: C([Li])CCC.CC1(C)CCCC(C)(C)N1.[Cl:16][C:17]1[CH:22]=[N:21][CH:20]=[C:19]([Cl:23])[N:18]=1.[CH:24](OCC)=[O:25]>C1COCC1>[Cl:16][C:17]1[C:22]([CH:24]=[O:25])=[N:21][CH:20]=[C:19]([Cl:23])[N:18]=1. Procedure: To THF (200 mL) at −30° C. under N2 is added n-butyllithium (2.5 M in hexane, 8 mL, 20 mmol), followed by 2,2,6,6-tetramethylpiperidine (3.5 mL, 20.5 mmol). The mixture is warmed to room temperature and stirred at this temperature for 10 minutes. After the mixture is cooled to −78° C., 2,6-dichloropyrazine (2.5 g, 16.75 mmol) in THF (25 mL) is added and the mixture is stirred at this temperature for 1 hour. To the mixture is added ethyl formate (2 mL, 24.4 mmol) and the mixture is stirred at thi... Reactants: CN1C(OC2(C1=C)CCNCC2)=O (3-methyl-4-methylene-2-oxo-1-oxa-3,8-diazaspiro[4,5]decane), FC(C1=CC=2N(C3=CC=CC=C3SC2C=C1)CCCCl)(F)F (3-(2-trifluoromethyl-10H-phenothiazin-10-yl)propyl chloride), C([O-])([O-])=O.[K+].[K+] (potassium carbonate), [I-].[K+] (potassium iodide). Solvent: C(C(C)C)C(=O)C (methyl isobutyl ketone). Conditions: time 6 hour. Yields the product CN1C(OC2(C1=C)CCN(CC2)CCCN2C1=CC=CC=C1SC=1C=CC(=CC21)C(F)(F)F)=O (3-methyl-4-methylene-2-oxo-8-[3-(2-trifluoromethyl-10H-phenothiazin-10-yl)propyl]-1-oxa-3,8-diazaspiro[4,5]decane). The yield is 75.3%. As a reaction SMILES: [CH3:1][N:2]1[C:6](=[CH2:7])[C:5]2([CH2:12][CH2:11][NH:10][CH2:9][CH2:8]2)[O:4][C:3]1=[O:13].[F:14][C:15]([F:35])([F:34])[C:16]1[CH:29]=[CH:28][C:27]2[S:26][C:25]3[C:20](=[CH:21][CH:22]=[CH:23][CH:24]=3)[N:19]([CH2:30][CH2:31][CH2:32]Cl)[C:18]=2[CH:17]=1.C(=O)([O-])[O-].[K+].[K+].[I-].[K+]>C(C(C)=O)C(C)C>[CH3:1][N:2]1[C:6](=[CH2:7])[C:5]2([CH2:12][CH2:11][N:10]([CH2:32][CH2:31][CH2:30][N:19]3[C:18]4[CH:17]=[C:16]([C:15]([F:35])([F:14])[F:34])[CH:29]=[CH:28][C:27]=4[S:26][C:25]4[C:20]3=[CH:21][CH:22]=[CH:23][CH:24]=4)[CH2:9][CH2:8]2)[O:4][C:3]1=[O:13] |f:2.3.4,5.6|. Reported procedure: A mixture containing 11.0 g of 3-methyl-4-methylene-2-oxo-1-oxa-3,8-diazaspiro[4,5]decane, 41.3 g of 3-(2-trifluoromethyl-10H-phenothiazin-10-yl)propyl chloride, 16.6 g of anhydrous potassium carbonate and 0.6 g of potassium iodide in 110 ml of methyl isobutyl ketone is refluxed under nitrogen while stirring for 6 hours. After evaporating the solvent under reduced pressure benzene and water are added to the evaporation residue, the organic phase is separated, washed with water to neutral, dried ...